From a dataset of the Open Reaction Database (ORD), a public repository of structured organic reaction records. describe an organic reaction: reactants, conditions, products, and yield Starting materials: C(C)OC(CSC1=CC=CC=C1)=O (phenylsulfanyl-acetic acid ethyl ester), ONC(C)=N (N-hydroxy-acetamidine), [H-].[Na+] (NaH). Run in C1CCOC1 (THF), C1CCOC1 (THF), [NH4+].[Cl-] (NH4Cl). Reaction conditions: time 1 hour. Product: CC1=NOC(=N1)CSC1=CC=CC=C1 (3-methyl-5-phenylsulfanylmethyl-[1,2,4]oxadiazole). Yield: 45.6%. As a reaction SMILES: [OH:1][NH:2][C:3](=[NH:5])[CH3:4].[H-].[Na+].C(O[C:11](=O)[CH2:12][S:13][C:14]1[CH:19]=[CH:18][CH:17]=[CH:16][CH:15]=1)C>C1COCC1.[NH4+].[Cl-]>[CH3:4][C:3]1[N:5]=[C:11]([CH2:12][S:13][C:14]2[CH:19]=[CH:18][CH:17]=[CH:16][CH:15]=2)[O:1][N:2]=1 |f:1.2,5.6|. Procedure: 565 mg (7.65 mmol, 1.5 eq) of N-hydroxy-acetamidine in 50 ml of THF were treated at RT with 306 mg (7.65 mmol, 1.5 eq) of NaH portionwise within 30 min. 1.0 g (5.1 mmol) of phenylsulfanyl-acetic acid ethyl ester was added in a THF solution, and stirring was continued for 1 hour at 60° C. The reaction mixture was diluted with saturated aqueous NH4Cl, extracted with EtOAc, filtered and evaporated. Column chromatography on silica gel with EtOAc/heptane 1:1 yielded 480 mg (46%) of 3-methyl-5-phenyls... Reactants: CC(C)(C)S(=O)N=C1CC2(CCCOC2)Oc2ccc(Br)cc21, C1COCCO1, Cl. Product: N=C1CC2(CCCOC2)Oc2ccc(Br)cc21. As a reaction SMILES: [Br:2][c:3]1[cH:4][c:5]2[c:10]([cH:11][cH:12]1)[O:9][C:8]1([CH2:7][C:6]2=[N:18][S:19]([C:20]([CH3:21])([CH3:22])[CH3:23])=[O:24])[CH2:13][O:14][CH2:15][CH2:16][CH2:17]1.[CH2:25]1[O:26][CH2:27][CH2:28][O:29][CH2:30]1.[ClH:1]>>[Br:2][c:3]1[cH:4][c:5]2[c:10]([cH:11][cH:12]1)[O:9][C:8]1([CH2:7][C:6]2=[NH:18])[CH2:13][O:14][CH2:15][CH2:16][CH2:17]1. Isolated yield 33.0%. The reactants are C(C)OC(C1=CC=C(C=C1)NN=C(C#N)C#N)=O (4-(N′-dicyanomethylene-hydrazino)benzoic acid ethyl ester), O.NN (hydrazine hydrate), O.NN (hydrazine hydrate), NC1=CC=C(C(=O)OCC)C=C1 (ethyl 4-aminobenzoate), C(CC#N)#N (malononitrile). RXN SMILES: C(OC(=O)[C:5]1[CH:10]=[CH:9][C:8]([NH:11][N:12]=[C:13]([C:16]#[N:17])[C:14]#[N:15])=[CH:7][CH:6]=1)C.NC1C=CC([C:24]([O:26][CH2:27][CH3:28])=[O:25])=CC=1.C(#N)CC#N.O.[NH2:37][NH2:38]>>[CH2:27]([O:26][C:24](=[O:25])[C:7]1[CH:6]=[CH:5][CH:10]=[CH:9][C:8]=1[NH:11][N:12]=[C:13]1[C:14]([NH2:15])=[N:38][N:37]=[C:16]1[NH2:17])[CH3:28] |f:3.4|. The product is C(C)OC(C1=C(C=CC=C1)NN=C1C(=NN=C1N)N)=O ((N′-(3,5-diaminopyrazol-4-ylidene)hydrazino]benzoic Acid Ethyl Ester). Procedure: This compound was prepared using 121 mg (0.5 mmol) of 4-(N′-dicyanomethylene-hydrazino)benzoic acid ethyl ester, which was derived from ethyl 4-aminobenzoate (165 mg, 1.0 mmol) and malononitrile (1.5 mmol) as described in Example 8, and hydrazine hydrate. The hydrazine hydrate was added to the solution at a temperature of 75° C. The solution cleared briefly and then a precipitate formed. The resulting solid was isolated by filtration, washed with ethanol, and dried to yield 45 mg (33%) of the ti... Reactants: C(C)OC(C1=CC=C(C=C1)N(C=1C=C(C2=C(C(CO2)(C)C)C1)C(C)C)C(C)C)=O (4-[isopropyl-(3,3-dimethyl-7-isopropyl-2,3-dihydro-benzofuran-5-yl)-amino]-benzoic acid ethyl ester), CC1(COC2=C1C=C(C=C2C(C)C)NC(C)C)C (3,3-dimethyl-7-isopropyl-5-(isopropyl)amino-2,3-dihydro-benzofuran), [OH-].[Na+] (sodium hydroxide), C(C)OC(C1=CC=C(C=C1)N(C=1C=C(C2=C(C(CO2)(C)C)C1)C(C)C)C(C)C)=O (4-[Isopropyl-(3,3-dimethyl-7-isopropyl-2,3-dihydro-benzofuran-5-yl)-amino]-benzoic acid ethyl ester), CC1(COC2=C1C=C(C=C2C(C)C)NC(C)C)C (3,3-dimethyl-7-isopropyl-5-(isopropyl)amino-2,3-dihydro-benzofuran). Run in C(C)O (ethanol). Yields the product C(C)(C)N(C=1C=C(C2=C(C(CO2)(C)C)C1)C(C)C)C1=C(C(=O)O)C=CC=C1 ([Isopropyl-(3,3-dimethyl-7-isopropyl-2,3-dihydro-benzofuran-5-yl)-amino]-benzoic acid). Isolated yield 13.4%. Reaction SMILES: C([O:3][C:4](=[O:29])[C:5]1[CH:10]=[CH:9][C:8](N(C(C)C)C2C=C(C(C)C)C3OCC(C)(C)C=3C=2)=[CH:7][CH:6]=1)C.[CH3:30][C:31]1([CH3:47])[C:35]2[CH:36]=[C:37]([NH:43][CH:44]([CH3:46])[CH3:45])[CH:38]=[C:39]([CH:40]([CH3:42])[CH3:41])[C:34]=2[O:33][CH2:32]1.[OH-].[Na+]>C(O)C>[CH:44]([N:43]([C:6]1[CH:7]=[CH:8][CH:9]=[CH:10][C:5]=1[C:4]([OH:29])=[O:3])[C:37]1[CH:38]=[C:39]([CH:40]([CH3:42])[CH3:41])[C:34]2[O:33][CH2:32][C:31]([CH3:30])([CH3:47])[C:35]=2[CH:36]=1)([CH3:46])[CH3:45] |f:2.3|. Procedure: Following general procedure I and using 4-[isopropyl-(3,3-dimethyl-7-isopropyl-2,3-dihydro-benzofuran-5-yl)-amino]-benzoic acid ethyl ester [(Compound 39, 0.15 g, contaminated with 3,3-dimethyl-7-isopropyl-5-(isopropyl)amino-2,3-dihydro-benzofuran (Compound 35)] and 2 mL of 5M sodium hydroxide in 10 mL of ethanol, the title compound (0.043 g, 13.4% for 2 steps) was obtained as a white solid. 1H NMR (300 MHz, CDCl3): δ 7.86 (d, 2H, J=9.0 Hz), 6.71 (d, 1H, J=2.0 Hz), 6.64 (d, 1H, J=2.0 Hz), 6.51 (... The reactants are BrB(Br)Br, ClCCl, COc1ccc(C2=NC(Cc3ccccc3Cl)C(=O)N(C)c3ccc(Cl)cc32)cc1, O. Product: CN1C(=O)C(Cc2ccccc2Cl)N=C(c2ccc(O)cc2)c2cc(Cl)ccc21. RXN SMILES: [B:31]([Br:32])([Br:33])[Br:34].[CH2:36]([Cl:37])[Cl:38].[Cl:1][c:2]1[cH:3][c:4]2[c:5]([cH:29][cH:30]1)[N:6]([CH3:28])[C:7](=[O:27])[CH:8]([CH2:19][c:20]1[c:21]([Cl:26])[cH:22][cH:23][cH:24][cH:25]1)[N:9]=[C:10]2[c:11]1[cH:12][cH:13][c:14]([O:17][CH3:18])[cH:15][cH:16]1.[OH2:35]>>[Cl:1][c:2]1[cH:3][c:4]2[c:5]([cH:29][cH:30]1)[N:6]([CH3:28])[C:7](=[O:27])[CH:8]([CH2:19][c:20]1[c:21]([Cl:26])[cH:22][cH:23][cH:24][cH:25]1)[N:9]=[C:10]2[c:11]1[cH:12][cH:13][c:14]([OH:17])[cH:15][cH:16]1. Reaction conditions: time 30 minute. Starting materials: [H-].[Li+] (LiH), C1CCOC1 (THF), sulfonate ester, 2a, C(C)C1=CC=C(C=C1)O (p-ethyl phenol). Yields the product C(C)C1=CC=C(C=C1)OCCCC1=CC=CC=C1 (3-phenylpropyl 4-ethyl phenyl ether). Isolated yield 93.0%. Procedure details: To a suspension of LiH (0.005 g, 0.6 mmol) in THF was added p-ethyl phenol (0.08 g, 0.68 mmol) very slowly at 0° C. After 30 min of stirring at room temperature, the sulfonate ester, 2a (0.075 g, 0.17 mmol) was added to it and the reaction mixture was heated at 65° C. for 8 h. The reaction mixture was washed very carefully with cold water and extracted in EtOAc and dried over sodium sulfate. The organic layer was evaporated and the crude gummy material was purified by flash chromatography giving... Reaction SMILES: [H-].[Li+].[CH2:3]([C:5]1[CH:10]=[CH:9][C:8]([OH:11])=[CH:7][CH:6]=1)[CH3:4].[CH2:12]1[CH2:16]O[CH2:14][CH2:13]1>>[CH2:3]([C:5]1[CH:10]=[CH:9][C:8]([O:11][CH2:14][CH2:13][CH2:12][C:16]2[CH:7]=[CH:6][CH:5]=[CH:3][CH:4]=2)=[CH:7][CH:6]=1)[CH3:4] |f:0.1|. The reactants are CC(=O)OCC(=O)Cl, ClCCl, Cc1csc(C)c1N, [K+], [K+], O=C([O-])[O-], O. Yields the product CC(=O)OCC(=O)Nc1c(C)csc1C. Reaction SMILES: [C:16]([CH3:17])(=[O:18])[O:19][CH2:20][C:21](=[O:22])[Cl:23].[CH2:24]([Cl:25])[Cl:26].[CH3:1][c:2]1[s:3][cH:4][c:5]([CH3:8])[c:6]1[NH2:7].[K+:10].[K+:9].[O-:11][C:12]([O-:13])=[O:14].[OH2:15]>>[CH3:1][c:2]1[s:3][cH:4][c:5]([CH3:8])[c:6]1[NH:7][C:21]([CH2:20][O:19][C:16]([CH3:17])=[O:18])=[O:22]. Starting materials: C(C)(C)(C)OC(NC1CCCC2=CC(=CC=C12)C=O)=O ((6-formyl-1,2,3,4-tetrahydro-naphthalen-1-yl)-carbamic acid tert-butyl ester), C[Mg+].[Br-] (MeMgBr). Run in C1CCOC1 (THF). Conditions: temperature -78 celsius, time 20 minute. The product is C(C)(C)(C)OC(NC1CCCC2=CC(=CC=C12)C(C)O)=O ([6-(1-hydroxy-ethyl)-1,2,3,4-tetrahydro-naphthalen-1-yl]-carbamic acid tert-butyl Ester). Reaction SMILES: [C:1]([O:5][C:6](=[O:20])[NH:7][CH:8]1[C:17]2[C:12](=[CH:13][C:14]([CH:18]=[O:19])=[CH:15][CH:16]=2)[CH2:11][CH2:10][CH2:9]1)([CH3:4])([CH3:3])[CH3:2].[CH3:21][Mg+].[Br-]>C1COCC1>[C:1]([O:5][C:6](=[O:20])[NH:7][CH:8]1[C:17]2[C:12](=[CH:13][C:14]([CH:18]([OH:19])[CH3:21])=[CH:15][CH:16]=2)[CH2:11][CH2:10][CH2:9]1)([CH3:4])([CH3:2])[CH3:3] |f:1.2|. Procedure: To a solution of (6-formyl-1,2,3,4-tetrahydro-naphthalen-1-yl)-carbamic acid tert-butyl ester (Step c, 2.80 g, 10.2 mmol, 1.0 eq) in THF (100 mL) at −78° C. was added a solution of MeMgBr (Aldrich, 1.4 M in toluene/THF (3:1), 29 mL, 40.7 mmol, 4.0 eq) slowly. The reaction was stirred at −78° C. for 20 min, warmed to RT and stirred at RT for 2 h. The reaction was quenched with saturated NaHCO3 (120 mL), and the crude was extracted with EtOAc (100 mL×3). The extract phase was washed with saturated... The reagents and catalysts are Cl[Pd]([P](C1=CC=CC=C1)(C2=CC=CC=C2)C3=CC=CC=C3)([P](C4=CC=CC=C4)(C5=CC=CC=C5)C6=CC=CC=C6)Cl (Dichlorobis(triphenylphosphine)palladium(II)). Starting materials: IC1=C(N=CN1CC(C)C)C#N (5-iodo-1-(2-methylpropyl)-1H-imidazole-4-carbonitrile), O (water), Cl.NC1=C(C=CC=C1)B(O)O (2-aminophenylboronic acid hydrochloride), C([O-])([O-])=O.[K+].[K+] (potassium carbonate). Procedure details: A solution of 5-iodo-1-(2-methylpropyl)-1H-imidazole-4-carbonitrile (0.15 g, 0.54 mmol) in 1,2-dimethoxyethane (DME) (6 mL) and then water (3 mL) were added to a mixture of 2-aminophenylboronic acid hydrochloride (0.21 g, 1.2 mmol) and potassium carbonate (0.27 g, 1.9 mmol), and the mixture was evacuated and purged with nitrogen three times. Dichlorobis(triphenylphosphine)palladium(II) (16 mg, 0.02 mmol) was added, and the mixture was flushed with nitrogen and heated at reflux (90° C.) for one h... Reaction SMILES: I[C:2]1[N:6]([CH2:7][CH:8]([CH3:10])[CH3:9])[CH:5]=[N:4][C:3]=1[C:11]#[N:12].O.Cl.[NH2:15][C:16]1[CH:21]=[CH:20][CH:19]=[CH:18][C:17]=1B(O)O.C(=O)([O-])[O-].[K+].[K+]>COCCOC.Cl[Pd](Cl)([P](C1C=CC=CC=1)(C1C=CC=CC=1)C1C=CC=CC=1)[P](C1C=CC=CC=1)(C1C=CC=CC=1)C1C=CC=CC=1>[NH2:15][C:16]1[CH:21]=[CH:20][CH:19]=[CH:18][C:17]=1[C:2]1[N:6]([CH2:7][CH:8]([CH3:10])[CH3:9])[CH:5]=[N:4][C:3]=1[C:11]#[N:12] |f:2.3,4.5.6,^1:39,58|. The product is NC1=C(C=CC=C1)C1=C(N=CN1CC(C)C)C#N (5-(2-aminophenyl)-1-(2-methylpropyl)-1H-imidazole-4-carbonitrile). Reaction conditions: temperature 90 celsius. The yield is 100.2%. Run in COCCOC (1,2-dimethoxyethane).